From a dataset of the Open Reaction Database (ORD), a public repository of structured organic reaction records. describe an organic reaction: reactants, conditions, products, and yield The reactants are CN1C2=NC(=NC(=C2N=C1CC1CCNCC1)N1CCOCC1)N1C(=NC2=C1C=CC=C2)C (4-(9-methyl-2-(2-methyl-1H-benzo[d]imidazol-1-yl)-8-(piperidin-4-ylmethyl)-9H-purin-6-yl)morpholine), C(C)OC(C(C)(C)Br)=O (2-bromo-2-methyl-propanoic acid ethyl ester). Yields the product CC(C(=O)OCC)(C)N1CCC(CC1)CC=1N(C2=NC(=NC(=C2N1)N1CCOCC1)N1C(=NC2=C1C=CC=C2)C)C (ethyl 2-methyl-2-(4-((9-methyl-2-(2-methyl-1H-benzo[d]imidazol-1-yl)-6-morpholino-9H-purin-8-yl)methyl)piperidin-1-yl)propanoate). Reaction SMILES: [CH3:1][N:2]1[C:10]([CH2:11][CH:12]2[CH2:17][CH2:16][NH:15][CH2:14][CH2:13]2)=[N:9][C:8]2[C:3]1=[N:4][C:5]([N:24]1[C:28]3[CH:29]=[CH:30][CH:31]=[CH:32][C:27]=3[N:26]=[C:25]1[CH3:33])=[N:6][C:7]=2[N:18]1[CH2:23][CH2:22][O:21][CH2:20][CH2:19]1.[CH2:34]([O:36][C:37](=[O:42])[C:38](Br)([CH3:40])[CH3:39])[CH3:35]>>[CH3:39][C:38]([N:15]1[CH2:16][CH2:17][CH:12]([CH2:11][C:10]2[N:2]([CH3:1])[C:3]3[C:8]([N:9]=2)=[C:7]([N:18]2[CH2:19][CH2:20][O:21][CH2:22][CH2:23]2)[N:6]=[C:5]([N:24]2[C:28]4[CH:29]=[CH:30][CH:31]=[CH:32][C:27]=4[N:26]=[C:25]2[CH3:33])[N:4]=3)[CH2:13][CH2:14]1)([CH3:40])[C:37]([O:36][CH2:34][CH3:35])=[O:42]. Procedure details: Following General Procedure C, 4-(9-methyl-2-(2-methyl-1H-benzo[d]imidazol-1-yl)-8-(piperidin-4-ylmethyl)-9H-purin-6-yl)morpholine was alkylated with 2-bromo-2-methyl-propanoic acid ethyl ester to give 456. LCMS m/z: 561.3 (MH+) Reactants: CN(C)C=O, CCOc1cc(C(F)(F)F)ccc1C1=NC(c2ccc(Cl)cc2)C(c2ccc(Cl)cc2)N1C(=O)N1CCC(CBr)CC1, O=C1CNCCN1. The product is CCOc1cc(C(F)(F)F)ccc1C1=NC(c2ccc(Cl)cc2)C(c2ccc(Cl)cc2)N1C(=O)N1CCC(CN2CCNC(=O)C2)CC1. Reaction SMILES: [CH3:50][N:51]([CH3:52])[CH:53]=[O:54].[Cl:8][c:9]1[cH:10][cH:11][c:12]([CH:15]2[N:16]=[C:17]([c:37]3[c:38]([O:47][CH2:48][CH3:49])[cH:39][c:40]([C:43]([F:44])([F:45])[F:46])[cH:41][cH:42]3)[N:18]([C:27](=[O:28])[N:29]3[CH2:30][CH2:31][CH:32]([CH2:35][Br:36])[CH2:33][CH2:34]3)[CH:19]2[c:20]2[cH:21][cH:22][c:23]([Cl:26])[cH:24][cH:25]2)[cH:13][cH:14]1.[NH:1]1[C:2](=[O:7])[CH2:3][NH:4][CH2:5][CH2:6]1>>[NH:1]1[C:2](=[O:7])[CH2:3][N:4]([CH2:35][CH:32]2[CH2:31][CH2:30][N:29]([C:27]([N:18]3[C:17]([c:37]4[c:38]([O:47][CH2:48][CH3:49])[cH:39][c:40]([C:43]([F:44])([F:45])[F:46])[cH:41][cH:42]4)=[N:16][CH:15]([c:12]4[cH:11][cH:10][c:9]([Cl:8])[cH:14][cH:13]4)[CH:19]3[c:20]3[cH:21][cH:22][c:23]([Cl:26])[cH:24][cH:25]3)=[O:28])[CH2:34][CH2:33]2)[CH2:5][CH2:6]1. Starting materials: ClC=1C=CC2=C(N=C(O2)C2=CC=C(COC3=C(C=CC=C3)CCN(C3C=4C=CC(=NC4CCC3)C(=O)OCC)CCC3=CC=C(C=C3)C(=O)OC)C=C2)C1 (Ethyl 5-([2-(2-{[4-(5-chloro-1,3-benzoxazol-2-yl)benzyl]oxy}phenyl)ethyl]{2-[4-(methoxy-carbonyl)phenyl]ethyl}amino)-5,6,7,8-tetrahydroquinoline-2-carboxylate), O.[OH-].[Li+] (lithium hydroxide monohydrate). Solvent: O (water), C1CCOC1 (THF). Reaction conditions: temperature 60 celsius, time 8 hour. Product: C(=O)(O)C1=CC=C(C=C1)CCN(C1C=2C=CC(=NC2CCC1)C(=O)O)CCC1=C(C=CC=C1)OCC1=CC=C(C=C1)C=1OC2=C(N1)C=C(C=C2)Cl (5-{[2-(4-Carboxyphenyl)ethyl][2-(2-{[4-(5-chloro-1,3-benzoxazol-2-yl)benzyl]oxy}phenyl)ethyl]-amino}-5,6,7,8-tetrahydroquinoline-2-carboxylic acid). As a reaction SMILES: [Cl:1][C:2]1[CH:3]=[CH:4][C:5]2[O:9][C:8]([C:10]3[CH:53]=[CH:52][C:13]([CH2:14][O:15][C:16]4[CH:21]=[CH:20][CH:19]=[CH:18][C:17]=4[CH2:22][CH2:23][N:24]([CH2:40][CH2:41][C:42]4[CH:47]=[CH:46][C:45]([C:48]([O:50]C)=[O:49])=[CH:44][CH:43]=4)[CH:25]4[CH2:34][CH2:33][CH2:32][C:31]5[N:30]=[C:29]([C:35]([O:37]CC)=[O:36])[CH:28]=[CH:27][C:26]4=5)=[CH:12][CH:11]=3)=[N:7][C:6]=2[CH:54]=1.O.[OH-].[Li+]>C1COCC1.O>[C:48]([C:45]1[CH:46]=[CH:47][C:42]([CH2:41][CH2:40][N:24]([CH2:23][CH2:22][C:17]2[CH:18]=[CH:19][CH:20]=[CH:21][C:16]=2[O:15][CH2:14][C:13]2[CH:12]=[CH:11][C:10]([C:8]3[O:9][C:5]4[CH:4]=[CH:3][C:2]([Cl:1])=[CH:54][C:6]=4[N:7]=3)=[CH:53][CH:52]=2)[CH:25]2[CH2:34][CH2:33][CH2:32][C:31]3[N:30]=[C:29]([C:35]([OH:37])=[O:36])[CH:28]=[CH:27][C:26]2=3)=[CH:43][CH:44]=1)([OH:50])=[O:49] |f:1.2.3|. Reported procedure: 68 mg (0.09 mmol) of ethyl 5-([2-(2-{[4-(5-chloro-1,3-benzoxazol-2-yl)benzyl]oxy}-phenyl)ethyl]-{2-[4-(methoxycarbonyl)phenyl]ethyl}amino)-5,6,7,8-tetrahydroquinoline-2-carboxylate (Enantiomer 1, Example 63A) were taken up in 4 ml of THF and 2 ml of water, and 12 mg (0.27 mmol) of lithium hydroxide monohydrate were added. The reaction was stirred at 60° C. overnight. After the reaction had gone to completion, the THF was removed on a rotary evaporator and the mixture that remained was diluted wi... Starting materials: C[Si](OC=CC=C)(C)C (1-trimethylsilyloxy-1,3-butadiene), C(OC)(OC)OC (trimethyl orthoformate), C(=O)(O)[O-].[Na+] (NaHCO3). The reagents and catalysts are [Cl-].[Cl-].[Zn+2] (ZnCl2). The solvent is ClCCl (dichloromethane). Reaction conditions: temperature 25 celsius, time 18 hour. Yields the product COC(CC=CC=O)OC (5,5-Dimethoxypent-2-enal). RXN SMILES: C[Si](C)(C)[O:3][CH:4]=[CH:5][CH:6]=[CH2:7].[CH:10]([O:15][CH3:16])([O:13][CH3:14])OC.C([O-])(O)=O.[Na+]>ClCCl.[Cl-].[Cl-].[Zn+2]>[CH3:16][O:15][CH:10]([O:13][CH3:14])[CH2:7][CH:6]=[CH:5][CH:4]=[O:3] |f:2.3,5.6.7|. Reported procedure: To a mixture of 1-trimethylsilyloxy-1,3-butadiene (14.57 g, 0.1 mol) and trimethyl orthoformate (10 855 g, 0.1 mol) stirring in dichloromethane (500 ml) was added ZnCl2 (1.75 g, 10% mol), and the mixture stirred vigorously at 25° C. for 18 h. The reaction mixture was then poured into saturated aq. NaHCO3 (100 ml), and the organic layer collected. The aqueous layer was reextracted with dichloromethane (100 ml), the combined organic extracts dried over MgSO4, and the solvents removed in vacuo. The... Reactants: NCCC1CCC2=C1C=1N(C=C2)N=CC1C(=O)OCC (ethyl 9-(2-aminoethyl)-8,9-dihydro-7H-cyclopenta[c]pyrazolo[1,5-a]pyridine-1-carboxylate), Cl (hydrochloric acid). Run at temperature 110 celsius, time 14 hour. The product is Cl.C=1C=NN2C1C1=C(C=C2)CCC1CCN (2-(8,9-dihydro-7H-cyclopenta[c]pyrazolo[1,5-a]pyridin-9-yl)ethanamine hydrochloride). Isolated yield 99.0%. As a reaction SMILES: [NH2:1][CH2:2][CH2:3][CH:4]1[C:8]2[C:9]3[N:10]([N:13]=[CH:14][C:15]=3C(OCC)=O)[CH:11]=[CH:12][C:7]=2[CH2:6][CH2:5]1.[ClH:21]>>[ClH:21].[CH:15]1[CH:14]=[N:13][N:10]2[CH:11]=[CH:12][C:7]3[CH2:6][CH2:5][CH:4]([CH2:3][CH2:2][NH2:1])[C:8]=3[C:9]=12 |f:2.3|. Procedure details: A mixture of ethyl 9-(2-aminoethyl)-8,9-dihydro-7H-cyclopenta[c]pyrazolo[1,5-a]pyridine-1-carboxylate (105 mg, 0.384 mmol) in 12M hydrochloric acid (4 mL) was stirred at 110° C. for 14 hr, and concentrated under reduced pressure to give the title compound (91.1 mg, yield 99%). Reactants: CC(C)(C)OC(=O)NCc1ccc(-c2nc3ccc(NC(=O)OC(C)(C)C)cc3s2)cn1, CI, [H-], [Na+], CN(C)C=O, O. Yields the product CN(C(=O)OC(C)(C)C)c1ccc2nc(-c3ccc(CNC(=O)OC(C)(C)C)nc3)sc2c1. Reaction SMILES: [C:3]([CH3:4])([CH3:5])([CH3:6])[O:7][C:8](=[O:9])[NH:10][c:11]1[cH:12][c:13]2[c:14]([n:15][c:16](-[c:18]3[cH:19][cH:20][c:21]([CH2:24][NH:25][C:26]([O:27][C:28]([CH3:29])([CH3:30])[CH3:31])=[O:32])[n:22][cH:23]3)[s:17]2)[cH:33][cH:34]1.[CH3:35][I:36].[H-:2].[Na+:1].[O:38]=[CH:39][N:40]([CH3:41])[CH3:42].[OH2:37]>>[C:3]([CH3:4])([CH3:5])([CH3:6])[O:7][C:8](=[O:9])[N:10]([c:11]1[cH:12][c:13]2[c:14]([n:15][c:16](-[c:18]3[cH:19][cH:20][c:21]([CH2:24][NH:25][C:26]([O:27][C:28]([CH3:29])([CH3:30])[CH3:31])=[O:32])[n:22][cH:23]3)[s:17]2)[cH:33][cH:34]1)[CH3:35].